Dataset: the Open Reaction Database (ORD), a public repository of structured organic reaction records. Task: describe an organic reaction: reactants, conditions, products, and yield The reactants are C[Si](Br)(C)C (trimethylbromosilane), C(C)OC(=O)COCCC(=CC(C(=O)OCC)NC=O)CP(=O)(OC(C)C)OC(C)C (ethyl 6-ethoxycarbonylmethoxy-2-formylamino-4-diisopropylphosphonomethyl-hex-3-enoate), C(C)O (ethanol). Solvent: C(Cl)Cl (CH2Cl2). Run at time 24 hour. The product is NC(C(=O)O)C=C(CCOCC(=O)OCC)CP(=O)(O)O (2-amino-6-ethoxycarbonylmethoxy-4-phosphonomethyl-hex-3-enoic acid). RXN SMILES: [CH2:1]([O:3][C:4]([CH2:6][O:7][CH2:8][CH2:9][C:10]([CH2:21][P:22]([O:28]C(C)C)([O:24]C(C)C)=[O:23])=[CH:11][CH:12]([NH:18]C=O)[C:13]([O:15]CC)=[O:14])=[O:5])[CH3:2].C[Si](C)(C)Br.C(O)C>C(Cl)Cl>[NH2:18][CH:12]([CH:11]=[C:10]([CH2:21][P:22]([OH:28])([OH:24])=[O:23])[CH2:9][CH2:8][O:7][CH2:6][C:4]([O:3][CH2:1][CH3:2])=[O:5])[C:13]([OH:15])=[O:14]. Reported procedure: 5.5 g (11.8 mmol) of ethyl 6-ethoxycarbonylmethoxy-2-formylamino-4-diisopropylphosphonomethyl-hex-3-enoate are dissolved in 55 ml of CH2Cl2 and 6.1 ml (42.3 mmol) of trimethylbromosilane are then added dropwise at room temperature to this solution. The reaction mixture is allowed to stand for 24 hours at room temperature and, after the dropwise addition of 55 ml of ethanol, allowed to stand for a further 24 hours. The reaction mixture is concentrated by evaporation, the residue is dissolved in 2... Starting materials: C(C)(C)N(CCC(C1=CC=CC=C1)C(N)=O)C(C)C (N,N-diisopropyl-3-carbamoyl-3-phenylpropanamine), O (water), Example 34.2, C(C)OC(CCl)Cl (1,2-dichloroethyl ethyl ether). Solvent: C(=O)O (formic acid). Conditions: temperature 75 celsius, time 3 hour. Product: Cl.C(C)(C)N(CCC(C1=CC=CC=C1)C=1OC=CN1)C(C)C (N,N-Diisopropyl-3-(oxazol-2-yl)-3-phenylpropanamine hydrochloride). As a reaction SMILES: [CH:1]([N:4]([CH:17]([CH3:19])[CH3:18])[CH2:5][CH2:6][CH:7]([C:14](=[O:16])[NH2:15])[C:8]1[CH:13]=[CH:12][CH:11]=[CH:10][CH:9]=1)([CH3:3])[CH3:2].[CH2:20](OC(Cl)C[Cl:25])[CH3:21].O>C(O)=O>[ClH:25].[CH:17]([N:4]([CH:1]([CH3:3])[CH3:2])[CH2:5][CH2:6][CH:7]([C:14]1[O:16][CH:20]=[CH:21][N:15]=1)[C:8]1[CH:9]=[CH:10][CH:11]=[CH:12][CH:13]=1)([CH3:19])[CH3:18] |f:4.5|. Procedure: A mixture of N,N-diisopropyl-3-carbamoyl-3-phenylpropanamine, prepared in Example 34.2 (4.05 g, 15.4 mmol), 1,2-dichloroethyl ethyl ether (2,32 g, 16.2 mmol), water (0.300 g, 16.6 mmol) and formic acid (50 mL) was stirred at 75° C. for 3 hours. The formic acid was evaporated and the residue was dissolved in water/diethyl ether. The aqueous phase was made alkaline (11 M NaOH) and extracted twice with diethyl ether. The combined organic phases were dried (Na2SO4) and the solvent evaporated. The cr... The solvent is CN(C)C=O (DMF), CO (MeOH), CO (methanol). Procedure: To a solution of 5-hydroxyisoquinoline (10 g, 69 mmol) in MeOH (100 ml) was added a solution of sodium methoxide in methanol (30% by weight, 13.8 ml, 72.4 mmol) followed by phenyltrimethylammonium chloride (12.4 g, 72.4 mmol). The reaction mixture was stirred at room temperature for 2 h, after which time it was filtered and the filtrate evaporated under reduced pressure to afford an oil which was dissolved in DMF (50 ml ). The reaction mixture was refluxed for 2 h after which time the reaction m... Isolated yield 56.0%. Conditions: time 2 hour. Reagents/catalysts: [Cl-].C1(=CC=CC=C1)[N+](C)(C)C (phenyltrimethylammonium chloride). Reactants: OC1=C2C=CN=CC2=CC=C1 (5-hydroxyisoquinoline), C[O-].[Na+] (sodium methoxide). As a reaction SMILES: [OH:1][C:2]1[CH:11]=[CH:10][CH:9]=[C:8]2[C:3]=1[CH:4]=[CH:5][N:6]=[CH:7]2.[CH3:12][O-].[Na+]>CO.[Cl-].C1([N+](C)(C)C)C=CC=CC=1.CN(C=O)C>[CH3:12][O:1][C:2]1[CH:11]=[CH:10][CH:9]=[C:8]2[C:3]=1[CH:4]=[CH:5][N:6]=[CH:7]2 |f:1.2,4.5|. Product: COC1=C2C=CN=CC2=CC=C1 (5-Methoxyisoquinoline). Starting materials: BrC1=CC=C(C2=CC=CC=C12)F (1-bromo-4-fluoronaphthalene), C(CCC)[Li] (n-butyllithium), COB(OC)OC (trimethoxyborane). The solvent is O1CCCC1 (tetrahydrofuran). Reaction conditions: time 5 minute. Product: COB(C1=CC=C(C2=CC=CC=C12)F)OC (dimethoxy-(4-fluoronaphth-1-yl)borane). As a reaction SMILES: Br[C:2]1[C:11]2[C:6](=[CH:7][CH:8]=[CH:9][CH:10]=2)[C:5]([F:12])=[CH:4][CH:3]=1.C([Li])CCC.[CH3:18][O:19][B:20](OC)[O:21][CH3:22]>O1CCCC1>[CH3:18][O:19][B:20]([O:21][CH3:22])[C:2]1[C:11]2[C:6](=[CH:7][CH:8]=[CH:9][CH:10]=2)[C:5]([F:12])=[CH:4][CH:3]=1. Reported procedure: To a stirred solution of 1-bromo-4-fluoronaphthalene (0.5 g) in 10 mL of tetrahydrofuran at -78° C. under nitrogen was added n-butyllithium (1.6M, 1.53 mL) dropwise. The solution was allowed to stir for 5 minutes, then trimethoxyborane (0.33 mL) was added dropwise. The solution was allowed to warm to room temperature and the solvent removed under reduced pressure to give a solid, dimethoxy-(4-fluoronaphth-1-yl)borane, a compound of formula (7). Reactants: OB(O)c1ccnc(Cl)c1, Cc1cc(-c2ccc(Cl)c(Cl)c2)nc(Cl)n1. The product is Cc1cc(-c2ccc(Cl)c(Cl)c2)nc(-c2ccnc(Cl)c2)n1. As a reaction SMILES: [Cl:17][c:18]1[n:19][cH:20][cH:21][c:22]([B:24]([OH:25])[OH:26])[cH:23]1.[Cl:1][c:2]1[n:3][c:4]([CH3:16])[cH:5][c:6](-[c:8]2[cH:9][c:10]([Cl:15])[c:11]([Cl:14])[cH:12][cH:13]2)[n:7]1>>[c:2]1(-[c:22]2[cH:21][cH:20][n:19][c:18]([Cl:17])[cH:23]2)[n:3][c:4]([CH3:16])[cH:5][c:6](-[c:8]2[cH:9][c:10]([Cl:15])[c:11]([Cl:14])[cH:12][cH:13]2)[n:7]1.